Dataset: the Open Reaction Database (ORD), a public repository of structured organic reaction records. Task: describe an organic reaction: reactants, conditions, products, and yield The product is CCOC(=O)C12CC1C=CCCCCN(C)C(=O)C1CC(Oc3cc(-c4cccc(C(C)C)n4)nc4c(C)c(OC)ccc34)CC1C(=O)N2. Reactants: C=CCCCCN(C)C(=O)C1CC(Oc2cc(-c3cccc(C(C)C)n3)nc3c(C)c(OC)ccc23)CC1C(=O)NC1(C(=O)OCC)CC1C=C, ClCCCl. Reaction SMILES: [CH2:1]([CH3:2])[O:3][C:4](=[O:5])[C:6]1([NH:11][C:12](=[O:13])[CH:14]2[CH:15]([C:42]([N:43]([CH3:44])[CH2:45][CH2:46][CH2:47][CH2:48][CH:49]=[CH2:50])=[O:51])[CH2:16][CH:17]([O:19][c:20]3[cH:21][c:22](-[c:33]4[n:34][c:35]([CH:39]([CH3:40])[CH3:41])[cH:36][cH:37][cH:38]4)[n:23][c:24]4[c:25]([CH3:32])[c:26]([O:30][CH3:31])[cH:27][cH:28][c:29]34)[CH2:18]2)[CH:7]([CH:9]=[CH2:10])[CH2:8]1.[Cl:52][CH2:53][CH2:54][Cl:55]>>[CH2:1]([CH3:2])[O:3][C:4](=[O:5])[C:6]12[CH:7]([CH2:8]1)[CH:9]=[CH:10][CH2:48][CH2:47][CH2:46][CH2:45][N:43]([CH3:44])[C:42](=[O:51])[CH:15]1[CH:14]([C:12](=[O:13])[NH:11]2)[CH2:18][CH:17]([O:19][c:20]2[cH:21][c:22](-[c:33]3[n:34][c:35]([CH:39]([CH3:40])[CH3:41])[cH:36][cH:37][cH:38]3)[n:23][c:24]3[c:25]([CH3:32])[c:26]([O:30][CH3:31])[cH:27][cH:28][c:29]23)[CH2:16]1. Reactants: ClC1=CC=C(C=C1)C1C(CNC1)N(C(C1=CC(=C(C=C1)OC)C(F)(F)F)=O)C (N-[(3RS,4SR)-4-(4-chloro-phenyl)-pyrrolidin-3-yl]-4-methoxy-N-methyl-3-trifluoromethyl-benzamide), FC1=CC=C(C(=O)Cl)C=C1 (4-fluorobenzoyl chloride), C(C)(C)N(C(C)C)CC (N,N-diisopropyl ethyl amine). The solvent is ClCCl (dichloromethane), C(C)(=O)OCC (ethyl acetate). Conditions: time 3 hour. Yields the product ClC1=CC=C(C=C1)C1C(CN(C1)C(C1=CC=C(C=C1)F)=O)N(C(C1=CC(=C(C=C1)OC)C(F)(F)F)=O)C (N-[(3RS,4SR)-4-(4-Chloro-phenyl)-1-(4-fluoro-benzoyl)-pyrrolidin-3-yl]-4-methoxy-N-methyl-3-trifluoromethyl-benzamide). Yield: 94.6%. Reaction SMILES: [Cl:1][C:2]1[CH:7]=[CH:6][C:5]([CH:8]2[CH2:12][NH:11][CH2:10][CH:9]2[N:13]([CH3:28])[C:14](=[O:27])[C:15]2[CH:20]=[CH:19][C:18]([O:21][CH3:22])=[C:17]([C:23]([F:26])([F:25])[F:24])[CH:16]=2)=[CH:4][CH:3]=1.[F:29][C:30]1[CH:38]=[CH:37][C:33]([C:34](Cl)=[O:35])=[CH:32][CH:31]=1.C(N(CC)C(C)C)(C)C>ClCCl.C(OCC)(=O)C>[Cl:1][C:2]1[CH:3]=[CH:4][C:5]([CH:8]2[CH2:12][N:11]([C:34](=[O:35])[C:33]3[CH:37]=[CH:38][C:30]([F:29])=[CH:31][CH:32]=3)[CH2:10][CH:9]2[N:13]([CH3:28])[C:14](=[O:27])[C:15]2[CH:20]=[CH:19][C:18]([O:21][CH3:22])=[C:17]([C:23]([F:24])([F:25])[F:26])[CH:16]=2)=[CH:6][CH:7]=1. Procedure details: To a solution of N-[(3RS,4SR)-4-(4-chloro-phenyl)-pyrrolidin-3-yl]-4-methoxy-N-methyl-3-trifluoromethyl-benzamide (200 mg, 0.484 mmol) in dichloromethane (2 mL) was added 4-fluorobenzoyl chloride (63 μl, 0.533 mmol) and N,N-diisopropyl ethyl amine (124 μl, 0.727 mmol). The solution was stirred for 3 h at ambient temperature. After diluting with ethyl acetate (15 mL) the solution was washed twice with water (15 mL) and brine (10 mL). The aqueous layers were extracted with ethyl acetate (15 mL) an... The reactants are C(C)(=O)OC1C[C@](CC1)(C(=O)N1COC2=C(C1)C=C(C=C2)C(F)(F)F)C(C)C ((3S)-3-isopropyl-3-{[6-(trifluoromethyl)-2H-1,3-benzoxazin-3(4H)-yl]carbonyl}cyclopentyl acetate), O[Li].O (LiOH H2O). Solvent: O (water), [Cl-].[Na+].O (brine). Run at time 40 minute. Yields the product C(C)(C)[C@]1(CC(CC1)O)C(=O)N1COC2=C(C1)C=C(C=C2)C(F)(F)F ((3S)-3-isopropyl-3-{[6-(trifluoromethyl)-2H-1,3-benzoxazin-3(4H)-yl]carbonyl}cyclopentanol). Reaction SMILES: C([O:4][CH:5]1[CH2:9][CH2:8][C@:7]([CH:26]([CH3:28])[CH3:27])([C:10]([N:12]2[CH2:17][C:16]3[CH:18]=[C:19]([C:22]([F:25])([F:24])[F:23])[CH:20]=[CH:21][C:15]=3[O:14][CH2:13]2)=[O:11])[CH2:6]1)(=O)C.O[Li].O>O.[Cl-].[Na+].O>[CH:26]([C@:7]1([C:10]([N:12]2[CH2:17][C:16]3[CH:18]=[C:19]([C:22]([F:24])([F:25])[F:23])[CH:20]=[CH:21][C:15]=3[O:14][CH2:13]2)=[O:11])[CH2:8][CH2:9][CH:5]([OH:4])[CH2:6]1)([CH3:28])[CH3:27] |f:1.2,4.5.6|. Procedure: A solution of (3S)-3-isopropyl-3-{[6-(trifluoromethyl)-2H-1,3-benzoxazin-3(4H)-yl]carbonyl}cyclopentyl acetate (935 mg, 2.34 mmol) was treated with a solution of LiOH H2O (491 mg, 11.7 mmol) in deionized water (5 mL). The resulting reaction mixture was stirred at rt for 40 min, then was diluted with brine and extracted with ether. The ethereal layer was dried over anhydrous MgSO4, filtered, and concentrated to give (3S)-3-isopropyl-3-{[6-(trifluoromethyl)-2H-1,3-benzoxazin-3(4H)-yl]carbonyl}cycl... The reactants are CC(C)(C)[Si](C)(C)OCCBr, CC(C)(C)OC(=O)Nc1ccccc1NC(=O)c1cc2cc(O)ccc2s1, O=C([O-])[O-], CC#N, [K+], [K+], O=C(O)CC(O)(CC(=O)O)C(=O)O. Yields the product CC(C)(C)OC(=O)Nc1ccccc1NC(=O)c1cc2cc(OCCO[Si](C)(C)C(C)(C)C)ccc2s1. RXN SMILES: [Br:34][CH2:35][CH2:36][O:37][Si:38]([CH3:39])([CH3:40])[C:41]([CH3:42])([CH3:43])[CH3:44].[C:1]([CH3:2])([CH3:3])([CH3:4])[O:5][C:6]([NH:7][c:8]1[c:9]([NH:14][C:15](=[O:16])[c:17]2[cH:18][c:19]3[c:20]([s:21]2)[cH:22][cH:23][c:24]([OH:26])[cH:25]3)[cH:10][cH:11][cH:12][cH:13]1)=[O:27].[C:28](=[O:29])([O-:30])[O-:31].[CH3:58][C:59]#[N:60].[K+:32].[K+:33].[OH:45][C:46]([CH2:47][C:48]([C:49](=[O:50])[OH:51])([CH2:52][C:53](=[O:54])[OH:55])[OH:56])=[O:57]>>[C:1]([CH3:2])([CH3:3])([CH3:4])[O:5][C:6]([NH:7][c:8]1[c:9]([NH:14][C:15](=[O:16])[c:17]2[cH:18][c:19]3[c:20]([s:21]2)[cH:22][cH:23][c:24]([O:26][CH2:35][CH2:36][O:37][Si:38]([CH3:39])([CH3:40])[C:41]([CH3:42])([CH3:43])[CH3:44])[cH:25]3)[cH:10][cH:11][cH:12][cH:13]1)=[O:27]. The reactants are CCOC(=O)Cc1c(-c2ccc(OC)cc2)nc2ccc(C)cn12, C1CCOC1, C[Si](C)(C)[N-][Si](C)(C)C, Cc1cc(C)n2ncc(C(=O)Cl)c2n1, CCOC(C)=O, CCOC(C)=O, CCCCCC, [K+], O. Product: COc1ccc(-c2nc3ccc(C)cn3c2CC(=O)c2cnn3c(C)cc(C)nc23)cc1. RXN SMILES: [CH2:1]([O:3][C:4](=[O:2])[CH2:5][c:6]1[c:7](-[c:16]2[cH:17][cH:18][c:19]([O:22][CH3:23])[cH:20][cH:21]2)[n:8][c:9]2[n:10]1[cH:11][c:12]([CH3:15])[cH:13][cH:14]2)[CH3:24].[CH2:50]1[O:51][CH2:52][CH2:53][CH2:54]1.[CH3:25][Si:26]([N-:27][Si:28]([CH3:29])([CH3:30])[CH3:31])([CH3:32])[CH3:33].[CH3:35][c:36]1[n:37][c:38]2[n:39]([c:40]([CH3:42])[cH:41]1)[n:43][cH:44][c:45]2[C:46]([Cl:47])=[O:48].[CH3:55][CH2:56][O:57][C:58]([CH3:59])=[O:60].[CH3:61][CH2:62][O:63][C:64]([CH3:65])=[O:66].[CH3:67][CH2:68][CH2:69][CH2:70][CH2:71][CH3:72].[K+:34].[OH2:49]>>[O:3]=[C:4]([CH2:5][c:6]1[c:7](-[c:16]2[cH:17][cH:18][c:19]([O:22][CH3:23])[cH:20][cH:21]2)[n:8][c:9]2[n:10]1[cH:11][c:12]([CH3:15])[cH:13][cH:14]2)[c:45]1[c:38]2[n:37][c:36]([CH3:35])[cH:41][c:40]([CH3:42])[n:39]2[n:43][cH:44]1. Starting materials: Cl (hydrochloric acid), C[O-].[Na+].CO (sodium methylate methanol), C(C1=CC=CC=C1)N1CCC(CC1)CCC(=O)C1=CC=C(N)C=C1 (4-[3-(1-benzylpiperidin-4-yl)propanoyl]aniline), ClC1=NC=NC=C1CC (4-chloro-5-ethylpyrimidine). The solvent is C(C)O (ethanol), C(C)O (ethanol). Product: C(C)C=1C(=NC=NC1)NC1=CC=C(C=C1)C(CCC1CCN(CC1)CC1=CC=CC=C1)=O (N-(5-ethylpyrimidin-4-yl)-4-[3-(1-benzylpiperidin-4-yl)propanoyl]aniline). Isolated yield 58.9%. Reaction SMILES: [CH2:1]([N:8]1[CH2:13][CH2:12][CH:11]([CH2:14][CH2:15][C:16]([C:18]2[CH:24]=[CH:23][C:21]([NH2:22])=[CH:20][CH:19]=2)=[O:17])[CH2:10][CH2:9]1)[C:2]1[CH:7]=[CH:6][CH:5]=[CH:4][CH:3]=1.Cl[C:26]1[C:31]([CH2:32][CH3:33])=[CH:30][N:29]=[CH:28][N:27]=1.Cl.C[O-].[Na+].CO>C(O)C>[CH2:32]([C:31]1[C:26]([NH:22][C:21]2[CH:20]=[CH:19][C:18]([C:16](=[O:17])[CH2:15][CH2:14][CH:11]3[CH2:12][CH2:13][N:8]([CH2:1][C:2]4[CH:3]=[CH:4][CH:5]=[CH:6][CH:7]=4)[CH2:9][CH2:10]3)=[CH:24][CH:23]=2)=[N:27][CH:28]=[N:29][CH:30]=1)[CH3:33] |f:3.4.5|. Procedure details: To 10 ml of ethanol were added 0.23 g of 4-[3-(1-benzylpiperidin-4-yl)propanoyl]aniline and 0.13 g of 4-chloro-5-ethylpyrimidine, and after adding 2 ml of an ethanol solution of hydrochloric acid (containing 0.071 g of hydrochloric acid), the mixture was reacted under reflux for 2 hours. After cooling, a 28% sodium methylate-methanol solution was added to the reaction mixture to make it alkaline, and then the mixture was condensed under reduced pressure. The obtained residue was applied to silic... Product: COC(=O)C1SC(C(=O)OC(C)(C)C)N(C(=O)CNC(=O)Nc2cccc(C)c2)C1c1ccccc1. RXN SMILES: [CH3:1][c:2]1[cH:3][c:4]([N:8]=[C:9]=[O:10])[cH:5][cH:6][cH:7]1.[NH2:11][CH2:12][C:13](=[O:14])[N:15]1[CH:16]([C:30](=[O:31])[O:32][C:33]([CH3:34])([CH3:35])[CH3:36])[S:17][CH:18]([C:26](=[O:27])[O:28][CH3:29])[CH:19]1[c:20]1[cH:21][cH:22][cH:23][cH:24][cH:25]1.[O:37]1[CH2:38][CH2:39][CH2:40][CH2:41]1>>[CH3:1][c:2]1[cH:3][c:4]([NH:8][C:9](=[O:10])[NH:11][CH2:12][C:13](=[O:14])[N:15]2[CH:16]([C:30](=[O:31])[O:32][C:33]([CH3:34])([CH3:35])[CH3:36])[S:17][CH:18]([C:26](=[O:27])[O:28][CH3:29])[CH:19]2[c:20]2[cH:21][cH:22][cH:23][cH:24][cH:25]2)[cH:5][cH:6][cH:7]1. Reactants: Cc1cccc(N=C=O)c1, COC(=O)C1SC(C(=O)OC(C)(C)C)N(C(=O)CN)C1c1ccccc1, C1CCOC1.